Dataset: the Open Reaction Database (ORD), a public repository of structured organic reaction records. Task: describe an organic reaction: reactants, conditions, products, and yield The reactants are CC12CC(c3ccc(OS(=O)(=O)C(F)(F)F)cc3)C3C4CCC5(CC4=CCC3C1CCC2=O)OCCO5, CCCCCC, CCOCC, [Cl-], [Cl-], [Cl-], [Cl-], [Li]CCCC, [NH4+], C1CCOC1, [Zn+2], c1ccsc1, [Zn+]c1cccs1. Yields the product CC12CC(c3ccc(-c4cccs4)cc3)C3C4CCC5(CC4=CCC3C1CCC2=O)OCCO5. Reaction SMILES: [CH2:18]1[O:19][C:20]2([CH2:21][C:22]3=[CH:23][CH2:24][CH:25]4[CH:26]5[CH2:27][CH2:28][C:29](=[O:52])[C:30]5([CH3:31])[CH2:32][CH:33]([c:38]5[cH:39][cH:40][c:41]([O:44][S:45]([C:46]([F:47])([F:48])[F:49])(=[O:50])=[O:51])[cH:42][cH:43]5)[CH:34]4[CH:35]3[CH2:36][CH2:37]2)[O:53][CH2:54]1.[CH3:57][CH2:58][CH2:59][CH2:60][CH2:61][CH3:62].[CH3:68][CH2:69][O:70][CH2:71][CH3:72].[Cl-:11].[Cl-:55].[Cl-:73].[Cl-:74].[Li:1][CH2:2][CH2:3][CH2:4][CH3:5].[NH4+:56].[O:63]1[CH2:64][CH2:65][CH2:66][CH2:67]1.[Zn+2:75].[cH:6]1[cH:7][cH:8][s:9][cH:10]1.[s:12]1[cH:13][cH:14][cH:15][c:16]1[Zn+:17]>>[cH:6]1[cH:7][c:8](-[c:41]2[cH:40][cH:39][c:38]([CH:33]3[CH2:32][C:30]4([CH3:31])[CH:26]([CH:25]5[CH2:24][CH:23]=[C:22]6[CH2:21][C:20]7([O:19][CH2:18][CH2:54][O:53]7)[CH2:37][CH2:36][CH:35]6[CH:34]53)[CH2:27][CH2:28][C:29]4=[O:52])[cH:43][cH:42]2)[s:9][cH:10]1. Run in CCCCCC.CCOC(=O)C (hexane EtOAc). As a reaction SMILES: C(OC([N:8]1[CH2:14][CH2:13][C:12]2[C:15]([S:20][C:21](=O)N(C)C)=[C:16]([Cl:19])[CH:17]=[CH:18][C:11]=2[CH2:10][CH2:9]1)=O)(C)(C)C.Cl[CH2:27][C:28]1[CH:33]=[CH:32][CH:31]=[C:30](C)[N:29]=1>CCCCCC.CCOC(C)=O>[ClH:19].[Cl:19][C:16]1[CH:17]=[CH:18][C:11]2[CH2:10][CH2:9][NH:8][CH2:14][CH2:13][C:12]=2[C:15]=1[S:20][CH2:21][C:30]1[CH:31]=[CH:32][CH:33]=[C:28]([CH3:27])[N:29]=1 |f:2.3,4.5|. Procedure: Use a method similar to the Example 387, using 3-tert-butoxycarbonyl-7-chloro-6-dimethylcarbamoylthio-2,3,4,5-tetrahydro-1H-benzo[d]azepine and 2-chloromethyl-6-methylpyridine to give, after chromatography on silica gel eluting with hexane/EtOAc (4:1) and deprotection by the General Procedure 1-4, the title compound as a white solid. MS (ES+) m/z: 319 (M+H)+. Starting materials: C(C)(C)(C)OC(=O)N1CCC2=C(CC1)C(=C(C=C2)Cl)SC(N(C)C)=O (3-tert-butoxycarbonyl-7-chloro-6-dimethylcarbamoylthio-2,3,4,5-tetrahydro-1H-benzo[d]azepine), ClCC1=NC(=CC=C1)C (2-chloromethyl-6-methylpyridine). The product is Cl.ClC1=C(C2=C(CCNCC2)C=C1)SCC1=NC(=CC=C1)C (7-Chloro-6-(6-methyl-pyridin-2-ylmethylthio)-2,3,4,5-tetrahydro-1H-benzo[d]azepine Hydrochloride).